Dataset: the Open Reaction Database (ORD), a public repository of structured organic reaction records. Task: describe an organic reaction: reactants, conditions, products, and yield Reactants: COC(COC1=C2C(C(=C(NC2=C(C=C1)F)CC)CC1=CC=C(C=C1)N1N=CC=C1)=O)=O ([2-ethyl-8-fluoro-4-oxo-3-(4-pyrazol-1-ylbenzyl)-1,4-dihydroquinolin-5-yloxy]acetic acid methyl ester), CN(C=O)C (N,N-dimethylformamide), C([O-])([O-])=O.[K+].[K+] (potassium carbonate), ClC(F)(F)OC(C)=O (acetic acid chlorodifluoromethyl ester). Run in O (water). Reaction conditions: temperature 80 celsius, time 6 hour. The product is COC(COC1=C2C(=C(C(=NC2=C(C=C1)F)CC)CC1=CC=C(C=C1)N1N=CC=C1)OC(F)F)=O ([4-difluoromethoxy-2-ethyl-8-fluoro-3-(4-pyrazol-1-ylbenzyl)quinolin-5-yloxy]acetic acid methyl ester). RXN SMILES: [CH3:1][O:2][C:3](=[O:32])[CH2:4][O:5][C:6]1[CH:15]=[CH:14][C:13]([F:16])=[C:12]2[C:7]=1[C:8](=[O:31])[C:9]([CH2:19][C:20]1[CH:25]=[CH:24][C:23]([N:26]3[CH:30]=[CH:29][CH:28]=[N:27]3)=[CH:22][CH:21]=1)=[C:10]([CH2:17][CH3:18])[NH:11]2.CN(C)C=O.C(=O)([O-])[O-].[K+].[K+].Cl[C:45](OC(=O)C)([F:47])[F:46]>O>[CH3:1][O:2][C:3](=[O:32])[CH2:4][O:5][C:6]1[CH:15]=[CH:14][C:13]([F:16])=[C:12]2[C:7]=1[C:8]([O:31][CH:45]([F:47])[F:46])=[C:9]([CH2:19][C:20]1[CH:25]=[CH:24][C:23]([N:26]3[CH:30]=[CH:29][CH:28]=[N:27]3)=[CH:22][CH:21]=1)[C:10]([CH2:17][CH3:18])=[N:11]2 |f:2.3.4|. Procedure: A mixture of [2-ethyl-8-fluoro-4-oxo-3-(4-pyrazol-1-ylbenzyl)-1,4-dihydroquinolin-5-yloxy]acetic acid methyl ester (0.37 g), N,N-dimethylformamide (10 mL), potassium carbonate (0.18 g) and acetic acid chlorodifluoromethyl ester (0.27 mL) was stirred at 80° C. for 6 hours. The mixture was cooled to room temperature, diluted with water and extracted with ethyl acetate. The combined extracts were washed with saturated aqueous sodium chloride solution, dried over magnesium sulfate and concentrated u... Reactants: ClC1=C2C(=NC=C1)NC(=C2)C2CN(CC2)C(=O)OC(C)(C)C (tert-butyl 3-(4-chloro-1H-pyrrolo[2,3-b]pyridin-2-yl)pyrrolidine-1-carboxylate), [OH-].[Na+] (sodium hydroxide), C1(=CC=C(C=C1)S(=O)(=O)Cl)C (p-Toluenesulfonyl chloride), O (Water). Reagents/catalysts: [Cl-].C(C1=CC=CC=C1)[N+](CC)(CC)CC (benzyltriethylammonium chloride). Run in O1CCCC1 (tetrahydrofuran). Run at time 1 hour. Product: ClC1=C2C(=NC=C1)N(C(=C2)C2CN(CC2)C(=O)OC(C)(C)C)S(=O)(=O)C2=CC=C(C)C=C2 (tert-butyl 3-(4-chloro-1-tosyl-1H-pyrrolo[2,3-b]pyridin-2-yl)pyrrolidine-1-carboxylate). RXN SMILES: [Cl:1][C:2]1[CH:7]=[CH:6][N:5]=[C:4]2[NH:8][C:9]([CH:11]3[CH2:15][CH2:14][N:13]([C:16]([O:18][C:19]([CH3:22])([CH3:21])[CH3:20])=[O:17])[CH2:12]3)=[CH:10][C:3]=12.[OH-].[Na+].[C:25]1([CH3:35])[CH:30]=[CH:29][C:28]([S:31](Cl)(=[O:33])=[O:32])=[CH:27][CH:26]=1.O>O1CCCC1.[Cl-].C([N+](CC)(CC)CC)C1C=CC=CC=1>[Cl:1][C:2]1[CH:7]=[CH:6][N:5]=[C:4]2[N:8]([S:31]([C:28]3[CH:29]=[CH:30][C:25]([CH3:35])=[CH:26][CH:27]=3)(=[O:33])=[O:32])[C:9]([CH:11]3[CH2:15][CH2:14][N:13]([C:16]([O:18][C:19]([CH3:22])([CH3:21])[CH3:20])=[O:17])[CH2:12]3)=[CH:10][C:3]=12 |f:1.2,6.7|. Procedure details: To a solution of Example 59C (0.5 g, 1.554 mmol) in 20 mL tetrahydrofuran, was added sodium hydroxide (0.249 g, 6.22 mmol) and the mixture was stirred at room temperature for 1 hour. p-Toluenesulfonyl chloride (0.355 g, 1.865 mmol) and benzyltriethylammonium chloride (0.018 g, 0.078 mmol) were added and the mixture was stirred for 12 hours. Water was added and the mixture was extracted with dichloromethane. The organic layer was washed with water and brine, dried over sodium sulfate, filtered, a... Reactants: C(C)(=O)O (acetic acid), C(=O)(OCC)C(C(=O)OCC)=C(CC)OC (ethyl 2-carboethoxy-3-methoxy-2-pentenoate), [OH-].[K+] (potassium hydroxide), C(C)(=O)O.C(=N)N (formamidine acetic acid salt). Run in C(C)O (ethanol). Reaction conditions: time 16 hour. Yields the product C(C)C1=C(C(=NC=N1)O)C(=O)OCC (Ethyl 6-Ethyl-4-hydroxypyrimidine-5-carboxylate). As a reaction SMILES: [C:1]([C:6](=[C:12](OC)[CH2:13][CH3:14])[C:7]([O:9][CH2:10][CH3:11])=[O:8])(OCC)=[O:2].C(O)(=O)C.[CH:21]([NH2:23])=[NH:22].[OH-].[K+].C(O)(=O)C>C(O)C>[CH2:13]([C:12]1[N:23]=[CH:21][N:22]=[C:1]([OH:2])[C:6]=1[C:7]([O:9][CH2:10][CH3:11])=[O:8])[CH3:14] |f:1.2,3.4|. Reported procedure: A solution of ethyl 2-carboethoxy-3-methoxy-2-pentenoate (11.00 g, 47.77 mmol) in ethanol (40 ml) was stirred under ice-cooling. To the mixture was added a formamidine acetic acid salt (5.96 g, 57.25 mmol), followed by addition of an aqueous solution of potassium hydroxide (85% potassium hydroxide 6.94 g (105.13 mmol)/water 40 ml). Then, the mixture was stirred at room temperature for 16 hours and the pH was adjusted to 7 by adding acetic acid. Reactants: FC1=CC2=C(C(=NS2)C2CCNCC2)C=C1 (6-fluoro-3-(4-piperidinyl)-1,2-benzisothiazole), BrCCC(=O)OCC (ethyl 3-bromopropionate), K2CO, CC#N (CH3CN), orange oil, Cl (HCl). Run in CCOC(=O)C (EtOAc), CCOCC (Et2O), O (H2O). The product is Cl.FC1=CC2=C(C(=NS2)C2CCN(CC2)CCC(=O)OCC)C=C1 (Ethyl 3-[4-(6-Fluoro-1,2-benzisothiazol-3-yl)-1-piperidinyl]propionate hydrochloride). The yield is 64.0%. RXN SMILES: [F:1][C:2]1[CH:16]=[CH:15][C:5]2[C:6]([CH:9]3[CH2:14][CH2:13][NH:12][CH2:11][CH2:10]3)=[N:7][S:8][C:4]=2[CH:3]=1.Br[CH2:18][CH2:19][C:20]([O:22][CH2:23][CH3:24])=[O:21].CC#N.[ClH:28]>CCOCC.CCOC(C)=O.O>[ClH:28].[F:1][C:2]1[CH:16]=[CH:15][C:5]2[C:6]([CH:9]3[CH2:10][CH2:11][N:12]([CH2:18][CH2:19][C:20]([O:22][CH2:23][CH3:24])=[O:21])[CH2:13][CH2:14]3)=[N:7][S:8][C:4]=2[CH:3]=1 |f:7.8|. Reported procedure: A mixture of 6-fluoro-3-(4-piperidinyl)-1,2-benzisothiazole (6.0 g, 25 mmol), ethyl 3-bromopropionate (4.5 g, 25 mmol), K2CO 3 (3.5 g) and CH3CN (100 ml) was stirred and refluxed for 16 hours. The reaction was poured into H2O, and after extractive workup with EtOAc, 6.0 g of an orange oil was realized. The oil was dissolved in Et2O and ethereal HCl was added to precipitate 6.3 g of a white hydrochloride salt. The salt was recrystallized from CH3CN to yield 6.0 g (64%) of the desired compound. An... The reactants are NCC(NC(=O)OCc1ccccc1)C(=O)O, C1CCCCC1, ClCCl, ClCCl, C=CCOC(=N)C(Cl)(Cl)Cl, O=S(=O)(O)C(F)(F)F. Product: C=CCNCC(NC(=O)OCc1ccccc1)C(=O)O. As a reaction SMILES: [C:1](=[O:2])([O:3][CH2:4][c:5]1[cH:6][cH:7][cH:8][cH:9][cH:10]1)[NH:11][CH:12]([CH2:13][NH2:14])[C:15](=[O:16])[OH:17].[CH2:36]1[CH2:37][CH2:38][CH2:39][CH2:40][CH2:41]1.[CH2:42]([Cl:43])[Cl:44].[CH2:45]([Cl:46])[Cl:47].[Cl:18][C:19]([Cl:20])([Cl:21])[C:25](=[NH:26])[O:27][CH2:22][CH:23]=[CH2:24].[OH:28][S:29]([C:30]([F:31])([F:32])[F:33])(=[O:34])=[O:35]>>[C:1](=[O:2])([O:3][CH2:4][c:5]1[cH:6][cH:7][cH:8][cH:9][cH:10]1)[NH:11][CH:12]([CH2:13][NH:14][CH2:24][CH:23]=[CH2:22])[C:15](=[O:16])[OH:17]. Starting materials: N (ammonia), N (ammonia), NN (hydrazine), [N+](=O)([O-])[O-].[NH4+] (ammonium nitrate). Yields the product [N+](=O)(O)[O-].NN (Hydrazine nitrate), [N+](=O)([O-])[O-].[NH4+] (ammonium nitrate). As a reaction SMILES: [NH2:1][NH2:2].[N+:3]([O-:6])([O-:5])=[O:4].[NH4+].N>>[N+:3]([O-:6])([OH:5])=[O:4].[NH2:1][NH2:2].[N+:3]([O-:6])([O-:5])=[O:4].[NH4+:3] |f:1.2,4.5,6.7|. Reported procedure: Hydrazine nitrate (HN) was prepared by reacting anhydrous hydrazine with an equivalent amount of ammonium nitrate. Formation took place by displacement of the ammonia as a gas. In production the ammonia would be scavenged by passing it through an aqueous nitric acid solution trap to form ammonium nitrate, which could then be used to prepare more HN. The HN product was purified by crystallization from methanol. This process was quite safe because it eliminated the need to neutralize the hydrazine... Solvent: [Cl-].[Na+].O (brine), CC(=O)C (acetone). Reported procedure: The crude crystal of the silver salt of 4-hydroxymethyl-5-[(Z)-2-mercaptoethen-1-yl]thiazole (283 mg) was added to 10 ml of a solution of 599 mg of 4-nitrobenzyl (1R,5R,6S)-2-(diphenylphosphoryloxy)-6-((1R)-1-hydroxyethyl)-1-methyl-1-carbapen-2-em-3-carboxylate in dry acetone under an argon atmosphere at 4° C., and 303 mg of sodium iodide was added thereto. The mixture was stirred at the same temperature for 18 hr. Ethyl acetate (20 ml) and 20 ml of semi-saturated brine were added thereto, and t... Reaction conditions: time 18 hour. Reagents/catalysts: [Ag] (silver). Product: O[C@H](C)[C@@H]1[C@@H]2N(C(=C([C@@H]2C)S\C=C/C2=C(N=CS2)CO)C(=O)OCC2=CC=C(C=C2)[N+](=O)[O-])C1=O (4-nitrobenzyl (1R,5S,6S)-6-((1R)-1-hydroxyethyl)-2-[[(Z)-2-(4-hydroxymethylthiazol-5-yl)ethen-1-yl]thio]-1-methyl-1-carbapen-2-em-3-carboxylate). Yield: 54.1%. As a reaction SMILES: [OH:1][CH2:2][C:3]1[N:4]=[CH:5][S:6][C:7]=1/[CH:8]=[CH:9]\[SH:10].C1(P(O[C:26]2[C@H:27]([CH3:50])[C@@H:28]3[C@@H:45]([C@H:46]([OH:48])[CH3:47])[C:44](=[O:49])[N:29]3[C:30]=2[C:31]([O:33][CH2:34][C:35]2[CH:40]=[CH:39][C:38]([N+:41]([O-:43])=[O:42])=[CH:37][CH:36]=2)=[O:32])(C2C=CC=CC=2)=O)C=CC=CC=1.[I-].[Na+].C(OCC)(=O)C>CC(C)=O.[Cl-].[Na+].O.[Ag]>[OH:48][C@@H:46]([C@H:45]1[C:44](=[O:49])[N:29]2[C:30]([C:31]([O:33][CH2:34][C:35]3[CH:36]=[CH:37][C:38]([N+:41]([O-:43])=[O:42])=[CH:39][CH:40]=3)=[O:32])=[C:26]([S:10]/[CH:9]=[CH:8]\[C:7]3[S:6][CH:5]=[N:4][C:3]=3[CH2:2][OH:1])[C@H:27]([CH3:50])[C@H:28]12)[CH3:47] |f:2.3,6.7.8|. Starting materials: [I-].[Na+] (sodium iodide), C(C)(=O)OCC (Ethyl acetate), OCC=1N=CSC1\C=C/S (4-hydroxymethyl-5-[(Z)-2-mercaptoethen-1-yl]thiazole), solution, C1(=CC=CC=C1)P(=O)(C1=CC=CC=C1)OC=1[C@@H]([C@H]2N(C1C(=O)OCC1=CC=C(C=C1)[N+](=O)[O-])C([C@@H]2[C@@H](C)O)=O)C (4-nitrobenzyl (1R,5R,6S)-2-(diphenylphosphoryloxy)-6-((1R)-1-hydroxyethyl)-1-methyl-1-carbapen-2-em-3-carboxylate). The reactants are Cl.ClCCNCCCl (bis(2-chloroethyl)amine hydrochloride), COC=1C=C(N)C=C(C1OC)OC (3,4,5-trimethoxyaniline), C([O-])([O-])=O.[K+].[K+] (potassium carbonate). The solvent is C(C)O (ethanol). Conditions: time 16 hour. The product is COC=1C=C(C=C(C1OC)OC)N1CCNCC1 (1-(3,4,5-Trimethoxyphenyl)piperazine). The yield is 37.4%. RXN SMILES: Cl.Cl[CH2:3][CH2:4][NH:5][CH2:6][CH2:7]Cl.[CH3:9][O:10][C:11]1[CH:12]=[C:13]([CH:15]=[C:16]([O:20][CH3:21])[C:17]=1[O:18][CH3:19])[NH2:14].C(=O)([O-])[O-].[K+].[K+]>C(O)C>[CH3:21][O:20][C:16]1[CH:15]=[C:13]([N:14]2[CH2:7][CH2:6][NH:5][CH2:4][CH2:3]2)[CH:12]=[C:11]([O:10][CH3:9])[C:17]=1[O:18][CH3:19] |f:0.1,3.4.5|. Procedure: A solution of 44.3 g (0.25 mol) of bis(2-chloroethyl)amine hydrochloride and 45.5 g (0.25 mol) of 3,4,5-trimethoxyaniline in 550 mL of absolute ethanol was heated at reflux for 16 h under a nitrogen atmosphere. The mixture was cooled and 50.0 g (0.36 mol) of potassium carbonate was added and heating was continued for 16 h. The hot mixture was filtered, the filtrate was concentrated under reduced pressure and the residue was triturated with ethyl acetate. The collected solid was re-crystallized f... Starting materials: CCN=C=NCCCN(C)C, CCCS(=O)(=O)Nc1ccc(Cl)c(C(=O)O)c1F, CN(C)C=O, On1nnc2ccccc21, Nc1cnc2[nH]ncc2c1. Product: CCCS(=O)(=O)Nc1ccc(Cl)c(C(=O)Nc2cnc3[nH]ncc3c2)c1F. Reaction SMILES: [CH3:29][CH2:30][N:31]=[C:32]=[N:33][CH2:34][CH2:35][CH2:36][N:37]([CH3:38])[CH3:39].[Cl:11][c:12]1[cH:13][cH:14][c:15]([NH:22][S:23](=[O:24])(=[O:25])[CH2:26][CH2:27][CH3:28])[c:16]([F:21])[c:17]1[C:18](=[O:19])[OH:20].[O:50]=[CH:51][N:52]([CH3:53])[CH3:54].[OH:40][n:41]1[c:42]2[c:43]([cH:44][cH:45][cH:46][cH:47]2)[n:48][n:49]1.[nH:1]1[n:2][cH:3][c:4]2[c:5]1[n:6][cH:7][c:8]([NH2:10])[cH:9]2>>[nH:1]1[n:2][cH:3][c:4]2[c:5]1[n:6][cH:7][c:8]([NH:10][C:18]([c:17]1[c:12]([Cl:11])[cH:13][cH:14][c:15]([NH:22][S:23](=[O:24])(=[O:25])[CH2:26][CH2:27][CH3:28])[c:16]1[F:21])=[O:19])[cH:9]2. Reactants: COC(=O)C(Cc1cccc(C#N)c1)=C1CCCN1, ClCCl. Product: N#Cc1cccc(CCC2=NCCC2)c1. RXN SMILES: [CH3:1][O:2][C:3]([C:4]([CH2:5][c:6]1[cH:7][c:8]([C:12]#[N:13])[cH:9][cH:10][cH:11]1)=[C:14]1[NH:15][CH2:16][CH2:17][CH2:18]1)=[O:19].[Cl:20][CH2:21][Cl:22]>>[CH2:4]([CH2:5][c:6]1[cH:7][c:8]([C:12]#[N:13])[cH:9][cH:10][cH:11]1)[C:14]1=[N:15][CH2:16][CH2:17][CH2:18]1.